From a dataset of the Open Reaction Database (ORD), a public repository of structured organic reaction records. describe an organic reaction: reactants, conditions, products, and yield Reactants: BrC=1C=2N(C=CC1)N=C(N2)Cl (8-bromo-2-chloro-[1,2,4]triazolo[1,5-a]pyridine), C(C)OC1=C(C=CC=C1)B(O)O (2-ethoxyphenylboronic acid), Example 2c. Product: ClC1=NN2C(C(=CC=C2)C2=C(C=CC=C2)OCC)=N1 (2-Chloro-8-(2-ethoxy-phenyl)-[1,2,4]triazolo[1,5-a]pyridine). Reaction SMILES: Br[C:2]1[C:3]2[N:4]([N:8]=[C:9]([Cl:11])[N:10]=2)[CH:5]=[CH:6][CH:7]=1.[CH2:12]([O:14][C:15]1[CH:20]=[CH:19][CH:18]=[CH:17][C:16]=1B(O)O)[CH3:13]>>[Cl:11][C:9]1[N:10]=[C:3]2[C:2]([C:16]3[CH:17]=[CH:18][CH:19]=[CH:20][C:15]=3[O:14][CH2:12][CH3:13])=[CH:7][CH:6]=[CH:5][N:4]2[N:8]=1. Reported procedure: 2-Chloro-8-(2-ethoxy-phenyl)-[1,2,4]triazolo[1,5-a]pyridine was prepared from 8-bromo-2-chloro-[1,2,4]triazolo[1,5-a]pyridine and 2-ethoxyphenylboronic acid in a manner analogous to Example 2c (0.42 g, 71%). MS=274 (MH)+.